From a dataset of the Open Reaction Database (ORD), a public repository of structured organic reaction records. describe an organic reaction: reactants, conditions, products, and yield Reactants: C(C)(=O)C1=CC(=C(OCCCCC#N)C=C1O)CC=C (5-(4-acetyl-5-hydroxy-2-allylphenoxy)pentanenitrile), C([O-])([O-])=O.[K+].[K+] (potassium carbonate), CI (methyl iodide). Solvent: CN(C=O)C (dimethylformamide). Run at time 5 hour. Product: C(C)(=O)C1=CC(=C(OCCCCC#N)C=C1OC)CC=C (5-(4-Acetyl-5-methoxy-2-allylphenoxy)pentanenitrile). The yield is 83.6%. As a reaction SMILES: [C:1]([C:4]1[C:16]([OH:17])=[CH:15][C:7]([O:8][CH2:9][CH2:10][CH2:11][CH2:12][C:13]#[N:14])=[C:6]([CH2:18][CH:19]=[CH2:20])[CH:5]=1)(=[O:3])[CH3:2].[C:21](=O)([O-])[O-].[K+].[K+].CI>CN(C)C=O>[C:1]([C:4]1[C:16]([O:17][CH3:21])=[CH:15][C:7]([O:8][CH2:9][CH2:10][CH2:11][CH2:12][C:13]#[N:14])=[C:6]([CH2:18][CH:19]=[CH2:20])[CH:5]=1)(=[O:3])[CH3:2] |f:1.2.3|. Procedure: A mixture of 1.365 g of 5-(4-acetyl-5-hydroxy-2-allylphenoxy)pentanenitrile, 0.966 g of potassium carbonate, and 1.42 g of methyl iodide in 50 ml of dimethylformamide was stirred together at room temperature for 5 hours. The mixture was partitioned between dilute hydrochloric acid and ethyl acetate. The organic layer was separated, dried over sodium sulfate, and concentrated in vacuo to provide 1.2 g of the desired title product, m.p.=40°-42° C. NMR, MS. The reactants are C(C)(C)(C)OC([C@H]1N(CCC1)C([C@@H](NC(=O)OCC1=CC=CC=C1)CC1=CC=CC=C1)=O)=O (benzyloxycarbonyl-L-phenylalanyl-L-proline tert-butyl ester), Cl (hydrochloric acid). The reagents and catalysts are [Pd] (palladium on carbon). Solvent: O1CCCC1 (tetrahydrofuran). Run at time 5 minute. Yields the product Cl.C(C)(C)(C)OC([C@H]1N(CCC1)C([C@H](N)CC1=CC=CC=C1)=O)=O (D-Phenylalanyl-L-proline tert-Butyl ester Hydrochloride). Isolated yield 106.3%. Reaction SMILES: [C:1]([O:5][C:6](=[O:33])[C@@H:7]1[CH2:11][CH2:10][CH2:9][N:8]1[C:12](=[O:32])[C@H:13]([CH2:25][C:26]1[CH:31]=[CH:30][CH:29]=[CH:28][CH:27]=1)[NH:14]C(OCC1C=CC=CC=1)=O)([CH3:4])([CH3:3])[CH3:2].[ClH:34]>O1CCCC1.[Pd]>[ClH:34].[C:1]([O:5][C:6](=[O:33])[C@@H:7]1[CH2:11][CH2:10][CH2:9][N:8]1[C:12](=[O:32])[C@@H:13]([CH2:25][C:26]1[CH:27]=[CH:28][CH:29]=[CH:30][CH:31]=1)[NH2:14])([CH3:4])([CH3:2])[CH3:3] |f:4.5|. Reported procedure: To a well-stirred, nitrogen-blanketed mixture of benzyloxycarbonyl-L-phenylalanyl-L-proline tert-butyl ester (23.00 g, 50.82 mmol) and 1[hydrochloric acid (51 mL, 51 mmol) in tetrahydrofuran (500 mL) was added 10% palladium on carbon (2.3 g). The suspension was stirred at ambient temperature for about 5 minutes before the nitrogen blanket was removed and replaced with hydrogen at one atmosphere. After about 5 hours, the suspension was suction-filtered through Celite and the filtrate was concentr... The reactants are CC=1C=C(C=O)C=C(C1O)C (3,5-Dimethyl-4-hydroxybenzaldehyde), C(=O)([O-])[O-].[Cs+].[Cs+] (Cs2CO3), C(C)OC(C(C)(C)Br)=O (Ethyl-2-bromoisobutyrate). Solvent: CC(C(C)=O)C (3-Methyl-2-butanone). Product: C(C)OC(C(C)(C)OC1=C(C=C(C=C1C)C=O)C)=O (2-(4-Formyl-2,6-dimethyl-phenoxy)2-methyl-propionic acid ethyl ester). The yield is 90.0%. As a reaction SMILES: [CH3:1][C:2]1[CH:3]=[C:4]([CH:7]=[C:8]([CH3:11])[C:9]=1[OH:10])[CH:5]=[O:6].C([O-])([O-])=O.[Cs+].[Cs+].[CH2:18]([O:20][C:21](=[O:26])[C:22](Br)([CH3:24])[CH3:23])[CH3:19]>CC(C)C(=O)C>[CH2:18]([O:20][C:21](=[O:26])[C:22]([O:10][C:9]1[C:8]([CH3:11])=[CH:7][C:4]([CH:5]=[O:6])=[CH:3][C:2]=1[CH3:1])([CH3:24])[CH3:23])[CH3:19] |f:1.2.3|. Procedure details: A solution of 3,5-Dimethyl-4-hydroxybenzaldehyde (20 g, 0.133 mol) in 3-Methyl-2-butanone (400 mL) was treated with Cs2CO3 (86.9 g, 2 eq.) and Ethyl-2-bromoisobutyrate (39.2 L, 2 eq.). The resulting mixture was stirred at reflux for 36 hours. After cooling to rt the reaction mixture was filtered off. The cake was washed with ethyl acetate. The filtrate was evaporated off and the residue was diluted with ethyl acetate (1 L), washed with water (500 mL) and then with NaOH 1N (500 mL). The organic l... The reactants are FC1=C(C(=O)NC=2SC=3C4CCC(CC3C2C(=O)O)O4)C(=CC=C1)C(F)(F)F (4-(2-Fluoro-6-trifluoromethyl-benzoylamino)-11-oxa-3-thia-tricyclo[6.2.1.02,6]undeca-2(6),4-diene-5-carboxylic acid), CNC (dimethylamine), N (NH3). Yields the product FC1=C(C(=O)NC2=C(C3=C(S2)C2CCC(C3)O2)C(=O)N(C)C)C(=CC=C1)C(F)(F)F (2-{[2-fluoro-6-(trifluoromethyl)benzoyl]amino}-N,N-dimethyl-5,6,7,8-tetrahydro-4H-5,8-epoxycyclohepta[b]thiophene-3-carboxamide). Reaction SMILES: [F:1][C:2]1[CH:24]=[CH:23][CH:22]=[C:21]([C:25]([F:28])([F:27])[F:26])[C:3]=1[C:4]([NH:6][C:7]1[S:8][C:9]2[CH:10]3[O:20][CH:13]([CH2:14][C:15]=2[C:16]=1[C:17](O)=[O:18])[CH2:12][CH2:11]3)=[O:5].[CH3:29][NH:30][CH3:31].N>>[F:1][C:2]1[CH:24]=[CH:23][CH:22]=[C:21]([C:25]([F:28])([F:27])[F:26])[C:3]=1[C:4]([NH:6][C:7]1[S:8][C:9]2[CH:10]3[O:20][CH:13]([CH2:14][C:15]=2[C:16]=1[C:17]([N:30]([CH3:31])[CH3:29])=[O:18])[CH2:12][CH2:11]3)=[O:5]. Procedure: The title compound was prepared from the product of Example 4A and dimethylamine according to the procedure described for Example 4B. MS (DCI/NH3) m/z 443 (M+H)+. The reactants are COCCOCCOCCOCCO (tetraethylene glycol monomethyl ether), CS(=O)(=O)Cl (methanesulfonyl chloride), C(C)(C)N(CC)C(C)C (diisopropylethylamine). The solvent is C(Cl)Cl (methylene chloride). Run at time 20 minute. The product is S(C)(=O)(=O)OCCOCCOCCOCCOC (Tetraethylene glycol monomethyl ether mesylate). Reaction SMILES: [CH3:1][O:2][CH2:3][CH2:4][O:5][CH2:6][CH2:7][O:8][CH2:9][CH2:10][O:11][CH2:12][CH2:13][OH:14].[CH3:15][S:16](Cl)(=[O:18])=[O:17].C(N(C(C)C)CC)(C)C>C(Cl)Cl>[S:16]([O:14][CH2:13][CH2:12][O:11][CH2:10][CH2:9][O:8][CH2:7][CH2:6][O:5][CH2:4][CH2:3][O:2][CH3:1])(=[O:18])(=[O:17])[CH3:15]. Procedure details: A solution of 8.16 g (0.040M) of tetraethylene glycol monomethyl ether and 5.0 g (0.044M) of methanesulfonyl chloride in 100 ml of methylene chloride was stirred at 0° C. while 5.7 g (0.044M) of diisopropylethylamine was added dropwise so the temperature remained below 5° C. Stirring was continued at 0° C. for 20 minutes and the temperature was allowed to rise to room temperature over 2 hours. The solution was washed twice with an equal volume of water. It was then dried and concentrated to an o... Starting materials: ClC=1C=C(C=CC1)CCCN(C(NC=1SC(=CN1)SCC(=O)O)=O)[C@@H]1CC[C@H](CC1)C ({2-[-3-[3-(3-chloro-phenyl)-propyl]-3-(trans-4-methyl-cyclohexy)-ureido]-thiazol-5-ylsulfanyl}-acetic acid), C1(=CC=CC=C1)[C@H]1[C@@H](C1)C(=O)O (trans-2-phenylcyclopropanecarboxylic acid), C(C)OC(CSC1=CN=C(S1)N)=O ((2-aminothiazol-5-ylsulfanyl)acetic acid ethyl ester). Product: C[C@@H]1CC[C@H](CC1)N(C(NC=1SC(=CN1)SCC(=O)O)=O)C[C@H]1[C@@H](C1)C1=CC=CC=C1 ({2[-3-(trans-4-Methyl-cyclohexyl)-3-(trans-2-phenyl-cyclopropylmethyl)-ureido]-thiazol-5-ylsulfanyl}-acetic acid). Reaction SMILES: Cl[C:2]1[CH:3]=[C:4]([CH2:8][CH2:9][CH2:10][N:11]([C@H:25]2[CH2:30][CH2:29][C@H:28]([CH3:31])[CH2:27][CH2:26]2)[C:12](=[O:24])[NH:13][C:14]2[S:15][C:16]([S:19][CH2:20][C:21]([OH:23])=[O:22])=[CH:17][N:18]=2)[CH:5]=[CH:6][CH:7]=1.[C:32]1([C@@H]2C[C@H]2C(O)=O)C=CC=CC=1.C(OC(=O)CSC1SC(N)=NC=1)C>>[CH3:31][C@H:28]1[CH2:29][CH2:30][C@H:25]([N:11]([CH2:10][C@@H:9]2[CH2:32][C@H:8]2[C:4]2[CH:5]=[CH:6][CH:7]=[CH:2][CH:3]=2)[C:12](=[O:24])[NH:13][C:14]2[S:15][C:16]([S:19][CH2:20][C:21]([OH:23])=[O:22])=[CH:17][N:18]=2)[CH2:26][CH2:27]1. Reported procedure: The compound was prepared following an analogous procedure to the one described for the synthesis of {2-[-3-[3-(3-chloro-phenyl)-propyl]-3-(trans-4-methyl-cyclohexy)-ureido]-thiazol-5-ylsulfanyl}-acetic acid using trans-2-phenylcyclopropanecarboxylic acid and (2-aminothiazol-5-ylsulfanyl)acetic acid ethyl ester. Reaction conditions: time 1 hour. Solvent: O (water). Procedure: To sodium thiosulfite (2.6 g, 20.7 mmol) and sodium bicarbonate (1.74 g, 20.7 mmol) in water (20 mL) at 75° C. add 3-bromo-5-chlorosulfonyl-4-fluorobenzoic acid (6.25 g, 19.7 mmol) in portions over 5 min. After 1 h, cool to room temperature and add chloroacetic acid (5.29 g, 56 mmol) and NaOH (1.18 g, 29.5 mmol) and reflux 16 h. Cool to room temperature and collect the title compound as a solid As a reaction SMILES: S([O-])([O-])=S.[Na+].[Na+].[C:7](=O)(O)[O-].[Na+].[Br:12][C:13]1[CH:14]=[C:15]([CH:19]=[C:20]([S:23](Cl)(=[O:25])=[O:24])[C:21]=1[F:22])[C:16]([OH:18])=[O:17].ClCC(O)=O.[OH-].[Na+]>O>[Br:12][C:13]1[CH:14]=[C:15]([CH:19]=[C:20]([S:23]([CH3:7])(=[O:25])=[O:24])[C:21]=1[F:22])[C:16]([OH:18])=[O:17] |f:0.1.2,3.4,7.8|. The product is BrC=1C=C(C(=O)O)C=C(C1F)S(=O)(=O)C (3-Bromo-4-fluoro-5-methanesulfonylbenzoic acid). The reactants are ClCC(=O)O (chloroacetic acid), [OH-].[Na+] (NaOH), S(=S)([O-])[O-].[Na+].[Na+] (sodium thiosulfite), C([O-])(O)=O.[Na+] (sodium bicarbonate), BrC=1C=C(C(=O)O)C=C(C1F)S(=O)(=O)Cl (3-bromo-5-chlorosulfonyl-4-fluorobenzoic acid). Starting materials: COC(=O)c1c(C)cccc1COc1cccc(OCCc2ccccn2)c1, CS(C)=O. Product: Cc1cccc(COc2cccc(OCCc3ccccn3)c2)c1C(=O)O. As a reaction SMILES: [CH3:1][c:2]1[c:3]([C:4](=[O:5])[O:6][CH3:7])[c:8]([CH2:12][O:13][c:14]2[cH:15][c:16]([O:20][CH2:21][CH2:22][c:23]3[n:24][cH:25][cH:26][cH:27][cH:28]3)[cH:17][cH:18][cH:19]2)[cH:9][cH:10][cH:11]1.[CH3:29][S:30]([CH3:31])=[O:32]>>[CH3:1][c:2]1[c:3]([C:4](=[O:5])[OH:6])[c:8]([CH2:12][O:13][c:14]2[cH:15][c:16]([O:20][CH2:21][CH2:22][c:23]3[n:24][cH:25][cH:26][cH:27][cH:28]3)[cH:17][cH:18][cH:19]2)[cH:9][cH:10][cH:11]1. Reactants: O=C1C2=C(N=CN1CC(C[C@@H]1N(CCC[C@H]1OC)C(=O)OC)=O)C1=C(O2)C=CC=C1 (methyl trans-2-[3-(3,4-dihydro-4-oxobenzofuro[3,2-d]pyrimidin-3-yl)-2-oxopropyl]-3-methoxy-1-piperidinecarboxylate), Br (hydrobromic acid). Run in C(C)O (ethanol). Conditions: time 12 minute. Product: Br.Br.O[C@H]1[C@@H](NCCC1)CC(CN1C=NC2=C(C1=O)OC1=C2C=CC=C1)=O (trans-3-[3-(3-Hydroxy-2-piperidyl)-2-oxopropyl]benzofuro[3,2-d]pyrimidin-4(3H)-one Dihydrobromide). Reaction SMILES: [O:1]=[C:2]1[N:7]([CH2:8][C:9](=[O:23])[CH2:10][C@H:11]2[C@H:16]([O:17]C)[CH2:15][CH2:14][CH2:13][N:12]2C(OC)=O)[CH:6]=[N:5][C:4]2[C:24]3[CH:30]=[CH:29][CH:28]=[CH:27][C:25]=3[O:26][C:3]1=2.[BrH:31]>C(O)C>[BrH:31].[BrH:31].[OH:17][C@@H:16]1[CH2:15][CH2:14][CH2:13][NH:12][C@H:11]1[CH2:10][C:9](=[O:23])[CH2:8][N:7]1[C:2](=[O:1])[C:3]2[O:26][C:25]3[CH:27]=[CH:28][CH:29]=[CH:30][C:24]=3[C:4]=2[N:5]=[CH:6]1 |f:3.4.5|. Reported procedure: A solution of 0.600 g (0.00145 mole) of methyl trans-2-[3-(3,4-dihydro-4-oxobenzofuro[3,2-d]pyrimidin-3-yl)-2-oxopropyl]-3-methoxy-1-piperidinecarboxylate and 30 ml of 48% hydrobromic acid in a 100 ml round bottom flask was immersed in a bath preheated to 150° C. and held there for 12 minutes. Upon cooling to room temperature, the solution was evaporated under reduced pressure to afford a residue. The residue was heated with ethanol briefly; the mixture was allowed to cool, and the ethanol remov... The reactants are Cn1cc(-c2cnc3c(-c4csc(C(=O)NCC(F)(F)F)c4)cnn3c2)cn1, CN(C)C=O, O=S(Cl)Cl. Yields the product Cn1cc(-c2cnc3c(-c4cc(C(=O)NCC(F)(F)F)sc4Cl)cnn3c2)cn1. RXN SMILES: [CH3:1][n:2]1[n:3][cH:4][c:5](-[c:7]2[cH:8][n:9][c:10]3[n:11]([cH:12]2)[n:13][cH:14][c:15]3-[c:16]2[cH:17][c:18]([C:21](=[O:22])[NH:23][CH2:24][C:25]([F:26])([F:27])[F:28])[s:19][cH:20]2)[cH:6]1.[O:33]=[CH:34][N:35]([CH3:36])[CH3:37].[S:29]([Cl:30])([Cl:31])=[O:32]>>[CH3:1][n:2]1[n:3][cH:4][c:5](-[c:7]2[cH:8][n:9][c:10]3[n:11]([cH:12]2)[n:13][cH:14][c:15]3-[c:16]2[cH:17][c:18]([C:21](=[O:22])[NH:23][CH2:24][C:25]([F:26])([F:27])[F:28])[s:19][c:20]2[Cl:31])[cH:6]1.